describe an organic reaction: reactants, conditions, products, and yield From a dataset of the Open Reaction Database (ORD), a public repository of structured organic reaction records. Reactants: BrC1=CC=CC(=N1)C1=CC=C(C=O)C=C1 (4-(6-Bromo-pyridin-2-yl)-benzaldehyde), O1CCOCC1 (dioxane), FC(OC1=CC=C(C=C1)B(O)O)(F)F (4-trifluoromethoxyphenyl boronic acid), C([O-])([O-])=O.[K+].[K+] (potassium carbonate). The reagents and catalysts are C=1C=CC(=CC1)[P](C=2C=CC=CC2)(C=3C=CC=CC3)[Pd]([P](C=4C=CC=CC4)(C=5C=CC=CC5)C=6C=CC=CC6)([P](C=7C=CC=CC7)(C=8C=CC=CC8)C=9C=CC=CC9)[P](C=1C=CC=CC1)(C=1C=CC=CC1)C=1C=CC=CC1 (tetrakis(triphenylphosphine)palladium(0)). Run in CCOCC (ether). Product: FC(OC1=CC=C(C=C1)C1=CC=CC(=N1)C1=CC=C(C=O)C=C1)(F)F (4-[6-(4-Trifluoromethoxyphenyl)-pyridin-2-yl]-benzaldehyde). The yield is 75.2%. Reaction SMILES: Br[C:2]1[N:7]=[C:6]([C:8]2[CH:15]=[CH:14][C:11]([CH:12]=[O:13])=[CH:10][CH:9]=2)[CH:5]=[CH:4][CH:3]=1.[F:16][C:17]([F:29])([F:28])[O:18][C:19]1[CH:24]=[CH:23][C:22](B(O)O)=[CH:21][CH:20]=1.C(=O)([O-])[O-].[K+].[K+].O1CCOCC1>CCOCC.C1C=CC([P]([Pd]([P](C2C=CC=CC=2)(C2C=CC=CC=2)C2C=CC=CC=2)([P](C2C=CC=CC=2)(C2C=CC=CC=2)C2C=CC=CC=2)[P](C2C=CC=CC=2)(C2C=CC=CC=2)C2C=CC=CC=2)(C2C=CC=CC=2)C2C=CC=CC=2)=CC=1>[F:16][C:17]([F:28])([F:29])[O:18][C:19]1[CH:24]=[CH:23][C:22]([C:2]2[N:7]=[C:6]([C:8]3[CH:15]=[CH:14][C:11]([CH:12]=[O:13])=[CH:10][CH:9]=3)[CH:5]=[CH:4][CH:3]=2)=[CH:21][CH:20]=1 |f:2.3.4,^1:50,52,71,90|. Procedure details: 4-(6-Bromo-pyridin-2-yl)-benzaldehyde (0.31 mmol), 4-trifluoromethoxyphenyl boronic acid (0.46 mmol), tetrakis(triphenylphosphine)palladium(0) (0.003 mmol), 2M potassium carbonate (0.31 mL) and dioxane (2 mL) were combined in a vial and irradiated by microwave for 10 min at 150° C. The reaction mixture was taken up in ether and washed with brine. The organic layer was dried over magnesium sulfate, was filtered and the solvent removed in vacuo. Purification by silica gel chromatography (EtOAc/hex... Starting materials: BrC1=CC=C(C=C1)S(=O)(=O)Cl (4-bromo-benzenesulfonyl chloride), N1CCC1 (azetidine). The solvent is ClCCl (dichloromethane), ClCCl (dichloromethane), C([O-])([O-])=O.[K+].[K+] (potassium carbonate). Reaction conditions: time 17 hour. The product is BrC1=CC=C(C=C1)S(=O)(=O)N1CCC1 (1-(4-Bromo-benzenesulfonyl)-azetidine). Reaction SMILES: [NH:1]1[CH2:4][CH2:3][CH2:2]1.[Br:5][C:6]1[CH:11]=[CH:10][C:9]([S:12](Cl)(=[O:14])=[O:13])=[CH:8][CH:7]=1>ClCCl.C(=O)([O-])[O-].[K+].[K+]>[Br:5][C:6]1[CH:11]=[CH:10][C:9]([S:12]([N:1]2[CH2:4][CH2:3][CH2:2]2)(=[O:14])=[O:13])=[CH:8][CH:7]=1 |f:3.4.5|. Reported procedure: 4.09 g of azetidine are dissolved in a two-phase solvent system of 200 ml of dichloromethane and 130 ml of an aqueous potassium carbonate solution (strength 4.0 M). Subsequently, a solution of 15.25 g of commercially available 4-bromo-benzenesulfonyl chloride in 70 ml of dichloromethane is slowly added to the reaction mixture. Thereafter, the mixture is vigorously stirred for 17 hours at room temperature. For extraction, 200 ml of dichloromethane and 100 ml of water are added. The organic layer ... Starting materials: CCOC(=O)C1(NC(=O)c2cccc(C)c2OCC#N)Cc2ccccc2C1, C1COCCO1, CO, CO, ClCCl, O. Product: Cc1cccc(C(=O)NC2(C(=O)O)Cc3ccccc3C2)c1OCC#N. RXN SMILES: [CH2:1]([CH3:2])[O:3][C:4](=[O:5])[C:6]1([NH:15][C:16]([c:17]2[c:18]([O:24][CH2:25][C:26]#[N:27])[c:19]([CH3:23])[cH:20][cH:21][cH:22]2)=[O:28])[CH2:7][c:8]2[cH:9][cH:10][cH:11][cH:12][c:13]2[CH2:14]1.[CH2:29]1[O:30][CH2:31][CH2:32][O:33][CH2:34]1.[CH3:35][OH:36].[CH3:38][OH:39].[Cl:40][CH2:41][Cl:42].[OH2:37]>>[O:3]=[C:4]([OH:5])[C:6]1([NH:15][C:16]([c:17]2[c:18]([O:24][CH2:25][C:26]#[N:27])[c:19]([CH3:23])[cH:20][cH:21][cH:22]2)=[O:28])[CH2:7][c:8]2[cH:9][cH:10][cH:11][cH:12][c:13]2[CH2:14]1. Reactants: [H-], [Na+], Nc1nc(C(=NOC(c2ccccc2)(c2ccccc2)c2ccccc2)C(=O)NC2C(=O)N3C(C(=O)OC(c4ccccc4)c4ccccc4)=C(Cl)CCC23)c(Cl)s1, Sc1nncs1. Product: Nc1nc(C(=NOC(c2ccccc2)(c2ccccc2)c2ccccc2)C(=O)NC2C(=O)N3C(C(=O)OC(c4ccccc4)c4ccccc4)=C(Sc4nncs4)CCC23)c(Cl)s1. Reaction SMILES: [H-:7].[Na+:8].[c:9]1([CH:15]([c:16]2[cH:17][cH:18][cH:19][cH:20][cH:21]2)[O:22][C:23](=[O:24])[C:25]2=[C:32]([Cl:33])[CH2:31][CH2:30][CH:29]3[N:26]2[C:27](=[O:66])[CH:28]3[NH:34][C:35]([C:36](=[N:37][O:38][C:39]([c:40]2[cH:41][cH:42][cH:43][cH:44][cH:45]2)([c:46]2[cH:47][cH:48][cH:49][cH:50][cH:51]2)[c:52]2[cH:53][cH:54][cH:55][cH:56][cH:57]2)[c:58]2[n:59][c:60]([NH2:64])[s:61][c:62]2[Cl:63])=[O:65])[cH:10][cH:11][cH:12][cH:13][cH:14]1.[s:1]1[c:2]([SH:6])[n:3][n:4][cH:5]1>>[s:1]1[c:2]([S:6][C:32]2=[C:25]([C:23]([O:22][CH:15]([c:9]3[cH:10][cH:11][cH:12][cH:13][cH:14]3)[c:16]3[cH:17][cH:18][cH:19][cH:20][cH:21]3)=[O:24])[N:26]3[C:27](=[O:66])[CH:28]([NH:34][C:35]([C:36](=[N:37][O:38][C:39]([c:40]4[cH:41][cH:42][cH:43][cH:44][cH:45]4)([c:46]4[cH:47][cH:48][cH:49][cH:50][cH:51]4)[c:52]4[cH:53][cH:54][cH:55][cH:56][cH:57]4)[c:58]4[n:59][c:60]([NH2:64])[s:61][c:62]4[Cl:63])=[O:65])[CH:29]3[CH2:30][CH2:31]2)[n:3][n:4][cH:5]1. Reactants: ClC=1C=C(C=C(C1C)Cl)C(CC(C(=O)OC)OC)=O (methyl 4-(3,5-dichloro-4-methylphenyl)-2-methoxy-4-oxobutyrate), C(C)(=O)O (acetic acid), O.NN (hydrazine monohydrate). Run in O (water). Yields the product ClC=1C=C(C=C(C1C)Cl)C=1C=CC(NN1)=O (6-(3,5-dichloro-4-methylphenyl)-3(2H)pyridazinone). Yield: 86.2%. RXN SMILES: [Cl:1][C:2]1[CH:3]=[C:4]([C:10](=O)[CH2:11][CH:12](OC)[C:13]([O:15]C)=O)[CH:5]=[C:6]([Cl:9])[C:7]=1[CH3:8].C(O)(=O)C.O.[NH2:25][NH2:26]>O>[Cl:1][C:2]1[CH:3]=[C:4]([C:10]2[CH:11]=[CH:12][C:13](=[O:15])[NH:25][N:26]=2)[CH:5]=[C:6]([Cl:9])[C:7]=1[CH3:8] |f:2.3|. Procedure: 1.53 g (0.005 mole) of methyl 4-(3,5-dichloro-4-methylphenyl)-2-methoxy-4-oxobutyrate were added to 4 ml of acetic acid and the mixture was heated to form a solution, to which was then added 0.275 g (0.0055 mole) of hydrazine monohydrate. The mixture was heated under reflux for 3 hours and then cooled, after which it was diluted with 40 ml of water and stirred. The resulting crystals were collected by filtration, washed successively with water and with a small amount of ethyl acetate and then ai... Reactants: CCNCC, ClCCl, COCC(OS(C)(=O)=O)=C(NC(C)=O)C(=O)OC. Yields the product COCC=C(NC(C)=O)C(=O)OC. As a reaction SMILES: [CH2:19]([NH:20][CH2:21][CH3:22])[CH3:23].[CH2:24]([Cl:25])[Cl:26].[CH3:1][O:2][C:3]([C:4](=[C:5]([CH2:6][O:7][CH3:8])[O:9][S:10]([CH3:11])(=[O:12])=[O:13])[NH:14][C:15]([CH3:16])=[O:17])=[O:18]>>[CH3:1][O:2][C:3]([C:4](=[CH:5][CH2:6][O:7][CH3:8])[NH:14][C:15]([CH3:16])=[O:17])=[O:18].